From a dataset of the Open Reaction Database (ORD), a public repository of structured organic reaction records. describe an organic reaction: reactants, conditions, products, and yield Reactants: C(#N)C1=C2C(=NC=C1C(=O)OCC)N(N=C2)CC (4-cyano-1-ethyl-1H-pyrazolo[3,4-b]pyridine-5-carboxylic acid, ethyl ester), NN (hydrazine). Solvent: C(C)O (ethanol). Run at temperature 80 celsius. The product is NC=1C2=C(C(NN1)=O)C=NC1=C2C=NN1CC (9-Amino-3-ethyl-3H-pyrazolo[4′,3′:5,6]pyrido[3,4-d]pyridazin-6(7H)-one). The yield is 60.0%. As a reaction SMILES: [C:1]([C:3]1[C:8]([C:9](OCC)=[O:10])=[CH:7][N:6]=[C:5]2[N:14]([CH2:17][CH3:18])[N:15]=[CH:16][C:4]=12)#[N:2].[NH2:19][NH2:20]>C(O)C>[NH2:2][C:1]1[C:3]2[C:4]3[CH:16]=[N:15][N:14]([CH2:17][CH3:18])[C:5]=3[N:6]=[CH:7][C:8]=2[C:9](=[O:10])[NH:19][N:20]=1. Procedure: To a suspension of 4-cyano-1-ethyl-1H-pyrazolo[3,4-b]pyridine-5-carboxylic acid, ethyl ester (10.0 g, 40.1 mmol) in ethanol (100 mL) was added anhydrous hydrazine (5 eq). This suspension was then heated at 80° C. until starting material was consumed. The reaction was allowed to cool to rt and diluted with water (200 mL). The resulting solid was filtered and washed thoroughly with water until the filtrate was colorless. The solid was dried under vacuum to afford the title compound as a yellow sol... Reactants: OC1=CC=C2C(=N1)N(C=N2)C2C(CCCC2)=O (2-(5-Hydroxy-3H-imidazo[4,5-b]pyridin-3-yl)cyclohexanone), [BH4-].[Na+] (sodium borohydride). Solvent: C(C)O (ethanol). Reaction conditions: time 8 hour. The product is OC1C(CCCC1)N1C=NC=2C1=NC(=CC2)O (3-(2-Hydroxycyclohexyl)-3H-imidazo[4,5-b]pyridin-5-ol). Yield: 66.9%. Reaction SMILES: [OH:1][C:2]1[N:7]=[C:6]2[N:8]([CH:11]3[CH2:16][CH2:15][CH2:14][CH2:13][C:12]3=[O:17])[CH:9]=[N:10][C:5]2=[CH:4][CH:3]=1.[BH4-].[Na+]>C(O)C>[OH:17][CH:12]1[CH2:13][CH2:14][CH2:15][CH2:16][CH:11]1[N:8]1[C:6]2=[N:7][C:2]([OH:1])=[CH:3][CH:4]=[C:5]2[N:10]=[CH:9]1 |f:1.2|. Procedure: 2-(5-Hydroxy-3H-imidazo[4,5-b]pyridin-3-yl)cyclohexanone (0.200 g, 0.865 mmol) was taken up in ethanol (4 mL) and sodium borohydride (9.8 mg, 0.26 mmol) added. The reaction was stirred at room temperature overnight. The solvent was removed under reduced pressure. The residue was purified by preparative HPLC to give the title compound (0.135 g). LCMS m/z=234.2 [M+H]+; 1H NMR (400 MHz, DMSO-d6) δ ppm 1.35-1.60 (m, 4H), 1.75-1.95 (m, 2H), 2.00-2.15 (m, 2H), 4.00-4.10 (m, 1H), 4.38 (q, J=8.1 Hz, 1H)... The reactants are C(#N)[BH3-] (cyanoborohydride), ClC=1C=CC(=C(C1)C=1N=C(SC1NC(=O)C=1C=NN2C1N=CC=C2)N2CCC(CC2)=O)OC(F)F (Pyrazolo[1,5-a]pyrimidine-3-carboxylic acid [4-(5-chloro-2-difluoromethoxy-phenyl)-2-(4-oxo-piperidin-1-yl)-thiazol-5-yl]-amide), CNCCC#N (N-methyl-β-alaninenitrile), C(C)(=O)O (acetic acid). Run in C(Cl)Cl (DCM), CO (MeOH), CO (MeOH), CO (MeOH), CO (MeOH). Run at time 16 hour. Product: ClC=1C=CC(=C(C1)C=1N=C(SC1NC(=O)C=1C=NN2C1N=CC=C2)N2CCC(CC2)N(C)CCC#N)OC(F)F (Pyrazolo[1,5-a]pyrimidine-3-carboxylic acid (4-(5-chloro-2-difluoromethoxy-phenyl)-2-{4-[(2-cyano-ethyl)-methyl-amino]-piperidin-1-yl}-thiazol-5-yl)-amide). The yield is 46.1%. As a reaction SMILES: [Cl:1][C:2]1[CH:3]=[CH:4][C:5]([O:32][CH:33]([F:35])[F:34])=[C:6]([C:8]2[N:9]=[C:10]([N:25]3[CH2:30][CH2:29][C:28](=O)[CH2:27][CH2:26]3)[S:11][C:12]=2[NH:13][C:14]([C:16]2[CH:17]=[N:18][N:19]3[CH:24]=[CH:23][CH:22]=[N:21][C:20]=23)=[O:15])[CH:7]=1.[CH3:36][NH:37][CH2:38][CH2:39][C:40]#[N:41].C(O)(=O)C.C([BH3-])#N>C(Cl)Cl.CO>[Cl:1][C:2]1[CH:3]=[CH:4][C:5]([O:32][CH:33]([F:35])[F:34])=[C:6]([C:8]2[N:9]=[C:10]([N:25]3[CH2:26][CH2:27][CH:28]([N:37]([CH2:38][CH2:39][C:40]#[N:41])[CH3:36])[CH2:29][CH2:30]3)[S:11][C:12]=2[NH:13][C:14]([C:16]2[CH:17]=[N:18][N:19]3[CH:24]=[CH:23][CH:22]=[N:21][C:20]=23)=[O:15])[CH:7]=1. Procedure: Pyrazolo[1,5-a]pyrimidine-3-carboxylic acid [4-(5-chloro-2-difluoromethoxy-phenyl)-2-(4-oxo-piperidin-1-yl)-thiazol-5-yl]-amide (90 mg, 0.17 mmol) was dissolved in DCM (2 ml) and N-methyl-β-alaninenitrile (20 μl, 0.21 mmol), acetic acid (200 μl) and macroporous polymer supported cyanoborohydride (166 mg, 0.36 mmol) were successively added and stirred at room temperature for 16 hours. The mixture was diluted with MeOH and loaded onto an SCX-2 cartridge which had been conditioned with MeOH. After ... Starting materials: C1(=CC=CC=C1)C (toluene), ClC1=CC=C([C@H](C(=O)O)O)C=C1 ((R)-4-chloromandelic acid), C1(=CC=C(C=C1)S(=O)(=O)O)C (p-toluenesulfonic acid). Run in CO (methanol). The product is COC([C@H](O)C1=CC=C(C=C1)Cl)=O ((R)-4-chloromandelic Acid Methyl Ester). As a reaction SMILES: [C:1]1(C)C=CC=CC=1.[Cl:8][C:9]1[CH:19]=[CH:18][C:12]([C@@H:13]([OH:17])[C:14]([OH:16])=[O:15])=[CH:11][CH:10]=1.C1(C)C=CC(S(O)(=O)=O)=CC=1>CO>[CH3:1][O:15][C:14](=[O:16])[C@@H:13]([C:12]1[CH:18]=[CH:19][C:9]([Cl:8])=[CH:10][CH:11]=1)[OH:17]. Procedure: Into toluene (20 ml) were added methanol (3.0 g), (R)-4-chloromandelic acid (5.0 g) and p-toluenesulfonic acid (0.1 g), and the resulting mixture was heated under reflux for 2 hours. The reaction mixture was cooled, then washed with a saturated aqueous sodium hydrogen carbonate solution, and then the organic layer was washed with a saturated aqueous sodium chloride solution and dried with anhydrous magnesium sulfate. The desiccant was filtered off and the solvent was distilled off to obtain a co... RXN SMILES: [CH3:1][N:2]([CH3:6])[C:3](Cl)=[O:4].[NH2:7][C:8]1[CH:24]=[CH:23][C:22]2[C:13]3[NH:14][C:15](=[O:21])[C:16]4[N:17]([CH:18]=[CH:19][N:20]=4)[C:12]=3[CH2:11][C:10]=2[CH:9]=1>CN(C)C1C=CN=CC=1.N1C=CC=CC=1>[OH2:4].[OH2:21].[CH3:1][N:2]([CH3:6])[C:3](=[O:4])[NH:7][C:8]1[CH:24]=[CH:23][C:22]2[C:13]3[NH:14][C:15](=[O:21])[C:16]4[N:17]([CH:18]=[CH:19][N:20]=4)[C:12]=3[CH2:11][C:10]=2[CH:9]=1 |f:4.5.6|. Run in N1=CC=CC=C1 (pyridine). Procedure details: 1.2 ml of dimethylcarbamoyl chloride are added dropwise to 1.5 g of 8-amino-5H,10H-imidazo[1,2-a]indeno[1,2-e]pyrazine-4-one and 0.15 g of 4-dimethylaminopyridine in 45 ml of pyridine. After reacting for 5 hours at a temperature in the region of 20° C., 1.2 ml of dimethylcarbamoyl chloride are again added. The reaction is continued overnight at the same temperature and the reaction mixture is then heated at 50° C. for 1 hour. After cooling, the insoluble material is filtered, washed with water a... Starting materials: CN(C(=O)Cl)C (dimethylcarbamoyl chloride), NC1=CC=2CC3=C(NC(C=4N3C=CN4)=O)C2C=C1 (8-amino-5H,10H-imidazo[1,2-a]indeno[1,2-e]pyrazine-4-one), CN(C(=O)Cl)C (dimethylcarbamoyl chloride). The product is O.O.CN(C(NC1=CC=2CC3=C(NC(C=4N3C=CN4)=O)C2C=C1)=O)C (8-(3,3-dimethylureido)-5H,10H-imidazo[1,2-a]indeno[1,2-e]pyrazine-4-one dihydrate). Conditions: temperature 50 celsius, time 8 hour. Reagents/catalysts: CN(C1=CC=NC=C1)C (4-dimethylaminopyridine). Starting materials: C(C)(C)(C)O[C@H](C(=O)OC)C1=C2N3CCC(OC\C=C/C[C@@H](OC=4C=CC(=C(C4C4=CC=CC(C5=CN2C(C(=C1C)C)=N5)=C4)F)F)C)(CC3)C (methyl(2S)-2-(tert-butoxy)-2-[(22S,24Z)-16,17-difluoro-4,5,22,28-tetramethyl-21,27-dioxa-1,7,34-triazahexacyclo[26.2.2.16,9.110,14.02,7.015,20]tetratriaconta-2,4,6(34),8,10(33),11,13,15(20),16,18,24-undecaen-3-yl]acetate), C(C)(C)(C)O[C@H](C(=O)OC)C1=C2N3CCC(OCCCC[C@@H](OC=4C=C(C=CC4C4=CC=CC(C5=CN2C(C=C1C)=N5)=C4)F)C)(CC3)C (methyl(2S)-2-(tert-butoxy)-2-[(22S)-18-fluoro-4,22,28-trimethyl-21,27-dioxa-1,7,34-triazahexacyclo[26.2.2.16,9.110,14.02,7.015,20]tetratriaconta-2,4,6(34),8,10(33),11,13,15(20),16,18-decaen-3-yl]acetate). Yields the product C(C)(C)(C)O[C@H](C(=O)OC)C1=C2N3CCC(OCCCC[C@@H](OC=4C=CC(=C(C4C4=CC=CC(C5=CN2C(C(=C1C)C)=N5)=C4)F)F)C)(CC3)C (Methyl(2S)-2-(tert-butoxy)-2-[(22S)-16,17-difluoro-4,5,22,28-tetramethyl-21,27-dioxa-1,7,34-triazahexacyclo[26.2.2.16,9.110,14.02,7.015,20]tetratriaconta-2,4,6(34),8,10(33),11,13,15(20),16,18-decaen-3-yl]acetate). Isolated yield 80.0%. RXN SMILES: [C:1]([O:5][C@@H:6]([C:11]1[C:40]([CH3:41])=[C:39]([CH3:42])[C:38]2=[N:43][C:35]3=[CH:36][N:37]2[C:12]=1[N:13]1[CH2:49][CH2:48][C:16]([CH3:50])([O:17][CH2:18][CH:19]=[CH:20][CH2:21][C@H:22]([CH3:47])[O:23][C:24]2[CH:25]=[CH:26][C:27]([F:46])=[C:28]([F:45])[C:29]=2[C:30]2[CH:44]=[C:34]3[CH:33]=[CH:32][CH:31]=2)[CH2:15][CH2:14]1)[C:7]([O:9][CH3:10])=[O:8])([CH3:4])([CH3:3])[CH3:2].C(O[C@@H](C1C(C)=CC2=NC3=CN2C=1N1CCC(C)(OCCCC[C@H](C)OC2C=C(F)C=CC=2C2C=C3C=CC=2)CC1)C(OC)=O)(C)(C)C>>[C:1]([O:5][C@@H:6]([C:11]1[C:40]([CH3:41])=[C:39]([CH3:42])[C:38]2=[N:43][C:35]3=[CH:36][N:37]2[C:12]=1[N:13]1[CH2:14][CH2:15][C:16]([CH3:50])([O:17][CH2:18][CH2:19][CH2:20][CH2:21][C@H:22]([CH3:47])[O:23][C:24]2[CH:25]=[CH:26][C:27]([F:46])=[C:28]([F:45])[C:29]=2[C:30]2[CH:44]=[C:34]3[CH:33]=[CH:32][CH:31]=2)[CH2:48][CH2:49]1)[C:7]([O:9][CH3:10])=[O:8])([CH3:4])([CH3:2])[CH3:3]. Procedure: Prepared in 80% yield from methyl(2S)-2-(tert-butoxy)-2-[(22S,24Z)-16,17-difluoro-4,5,22,28-tetramethyl-21,27-dioxa-1,7,34-triazahexacyclo[26.2.2.16,9.110,14.02,7.015,20]tetratriaconta-2,4,6(34),8,10(33),11,13,15(20),16,18,24-undecaen-3-yl]acetate following the procedure for methyl(2S)-2-(tert-butoxy)-2-[(22S)-18-fluoro-4,22,28-trimethyl-21,27-dioxa-1,7,34-triazahexacyclo[26.2.2.16,9.110,14.02,7.015,20]tetratriaconta-2,4,6(34),8,10(33),11,13,15(20),16,18-decaen-3-yl]acetate. LCMS (ESI, M+1): 690...